From a dataset of the Open Reaction Database (ORD), a public repository of structured organic reaction records. describe an organic reaction: reactants, conditions, products, and yield Reactants: FC1=C(C=CC=C1)S (2-Fluorothiophenol), [H-].[Na+] (NaH), ClC1=NC(=CC=C1)Cl (2,6-dichloropyridine). The solvent is CN(C)C=O (DMF). Conditions: temperature 70 celsius, time 1 hour. The product is ClC1=NC(=CC=C1)SC1=C(C=CC=C1)F (2-chloro-6-(2-fluorophenylthio)pyridine). The yield is 35.0%. As a reaction SMILES: [F:1][C:2]1[CH:7]=[CH:6][CH:5]=[CH:4][C:3]=1[SH:8].[H-].[Na+].[Cl:11][C:12]1[CH:17]=[CH:16][CH:15]=[C:14](Cl)[N:13]=1>CN(C=O)C>[Cl:11][C:12]1[CH:17]=[CH:16][CH:15]=[C:14]([S:8][C:3]2[CH:4]=[CH:5][CH:6]=[CH:7][C:2]=2[F:1])[N:13]=1 |f:1.2|. Reported procedure: 2-Fluorothiophenol (Aldrich, St. Louis, Mo., Cat. No. 275379; 1.6 mL, 15 mmol) was dissolved in DMF (10 mL), and then NaH (0.45 g, 19 mmol) was added slowly to the mixture. After 1 hour, 2,6-dichloropyridine (Aldrich, St. Louis, Mo., Cat. No. 073707; 2.00 g, 14 mmol) was added and the mixture was heated in a pre-heated (70° C.) bath, and allowed to stir under inert atmosphere for 3 hours. The mixture was quenched with 1N NaOH and diluted with DCM. The organic layer was extracted with 4:1 DCM/MeO... The reactants are Cn1c(-c2ccccc2Br)nnc1C(C)(C)c1ccccn1, C1CCNC1, CC(C)(C)[O-], Cc1ccccc1, [Na+], O, c1ccc(P(c2ccccc2)c2ccc3ccccc3c2-c2c(P(c3ccccc3)c3ccccc3)ccc3ccccc23)cc1. Product: Cn1c(-c2ccccc2N2CCCC2)nnc1C(C)(C)c1ccccn1. RXN SMILES: [Br:6][c:7]1[c:8](-[c:13]2[n:14]([CH3:27])[c:15]([C:18]([CH3:19])([CH3:20])[c:21]3[n:22][cH:23][cH:24][cH:25][cH:26]3)[n:16][n:17]2)[cH:9][cH:10][cH:11][cH:12]1.[CH2:1]1[CH2:2][CH2:3][NH:4][CH2:5]1.[CH3:28][C:29]([CH3:30])([O-:31])[CH3:32].[CH3:81][c:82]1[cH:83][cH:84][cH:85][cH:86][cH:87]1.[Na+:33].[OH2:80].[c:34]1([P:35]([c:36]2[cH:37][cH:38][cH:39][cH:40][cH:41]2)[c:42]2[cH:43][cH:44][c:45]3[c:46]([cH:47][cH:48][cH:49][cH:50]3)[c:51]2-[c:52]2[c:53]3[c:54]([cH:55][cH:56][cH:57][cH:58]3)[cH:59][cH:60][c:61]2[P:62]([c:63]2[cH:64][cH:65][cH:66][cH:67][cH:68]2)[c:69]2[cH:70][cH:71][cH:72][cH:73][cH:74]2)[cH:75][cH:76][cH:77][cH:78][cH:79]1>>[CH2:1]1[CH2:2][CH2:3][N:4]([c:7]2[c:8](-[c:13]3[n:14]([CH3:27])[c:15]([C:18]([CH3:19])([CH3:20])[c:21]4[n:22][cH:23][cH:24][cH:25][cH:26]4)[n:16][n:17]3)[cH:9][cH:10][cH:11][cH:12]2)[CH2:5]1. Reactants: C(#N)C(=CNC(N1C(NC(C1)(C)C)=O)=N)C(N(C1=CC(=CC=C1)C(F)(F)F)CC1CC1)=O (1-cyano-1-[N-cyclopropylmethyl-N-(3-trifluoromethylphenyl)carbamoyl]-2-[imino(4,4-dimethyl-2-oxo-1-imidazolidinyl)methylamino]ethene), C(C(=O)O)(=O)O (oxalic acid). Run in C(C)(=O)O (acetic acid). Product: COCCN(C(=O)C=1C(=NC(=NC1)N1C(NC(C1)(C)C)=O)N)C1=CC(=CC=C1)C(F)(F)F (4-amino-2-(4,4-dimethyl-2-oxo-1-imidazolidinyl)-pyrimidine-5-carboxylic acid N-(2-methoxyethyl)-N-(3-trifluoromethylphenyl)amide). Isolated yield 146.5%. RXN SMILES: [C:1]([C:3]([C:16](=[O:32])[N:17]([CH2:28][CH:29]1CC1)[C:18]1[CH:23]=[CH:22][CH:21]=[C:20]([C:24]([F:27])([F:26])[F:25])[CH:19]=1)=[CH:4][NH:5][C:6](=[NH:15])[N:7]1[CH2:11][C:10]([CH3:13])([CH3:12])[NH:9][C:8]1=[O:14])#[N:2].C(O)(=O)[C:34](O)=[O:35]>C(O)(=O)C>[CH3:34][O:35][CH2:29][CH2:28][N:17]([C:18]1[CH:23]=[CH:22][CH:21]=[C:20]([C:24]([F:26])([F:25])[F:27])[CH:19]=1)[C:16]([C:3]1[C:1]([NH2:2])=[N:15][C:6]([N:7]2[CH2:11][C:10]([CH3:12])([CH3:13])[NH:9][C:8]2=[O:14])=[N:5][CH:4]=1)=[O:32]. Procedure: As in Example 118 and starting from 4.52 g (10 mmol) of a compound II (R1, R2 =CH3 ; R3, R5, R6 =H; R4 =CH3OCH2CH2), 360 mg of anhydrous oxalic acid and 7 ml of glacial acetic acid, 2.65 g (=58.6% yield) of pure 4-amino-2-(4,4-dimethyl-2-oxo-1-imidazolidinyl)-pyrimidine-5-carboxylic acid N-(2-methoxyethyl)-N-(3-trifluoromethylphenyl)amide were obtained, melting point 192°-93°.